This data is from the Open Reaction Database (ORD), a public repository of structured organic reaction records. The task is: describe an organic reaction: reactants, conditions, products, and yield The reactants are C(C)(C)(C)OC(=O)CN[C@@H]([C@H](CCC1=CC=CC=C1)C1=CC=C(C=C1)OC1=CC=CC=C1)C (N-(tert-butoxycarbonylmethyl)-{(1R,2R)-1-methyl-2-(4-phenoxyphenyl)-4-phenylbutyl}amine), C1(C(C1)(C(=O)OCC)C(=O)OCC)C(=O)[O-] (2,2-diethyl 1,2,2-cyclopropanetricarboxylate), O1C(O[C@@H](C1)C(=O)[O-])(C(=O)OCC)C(=O)OCC (2,2,-diethyl (4S)-1,3-dioxolane-2,2,4-tricarboxylate). Product: C(=O)(O)CN(C(=O)[C@H]1OC(OC1)(C(=O)OCC)C(=O)OCC)[C@@H]([C@H](CCC1=CC=CC=C1)C1=CC=C(C=C1)OC1=CC=CC=C1)C (2,2-diethyl (4S)-4-[N-(carboxymethyl)-N-{(1R 2R)-1-methyl-2-(4-phenoxyphenyl)-4-phenylbutyl}carbamoyl]-1,3-dioxolane-2,2-dicarboxylate). RXN SMILES: C([O:5][C:6]([CH2:8][NH:9][C@H:10]([CH3:33])[C@@H:11]([C:20]1[CH:25]=[CH:24][C:23]([O:26][C:27]2[CH:32]=[CH:31][CH:30]=[CH:29][CH:28]=2)=[CH:22][CH:21]=1)[CH2:12][CH2:13][C:14]1[CH:19]=[CH:18][CH:17]=[CH:16][CH:15]=1)=[O:7])(C)(C)C.C1(C([O-])=O)CC1(C(OCC)=O)C(OCC)=O.[O:50]1[CH2:54][C@@H:53]([C:55]([O-:57])=O)[O:52][C:51]1([C:63]([O:65][CH2:66][CH3:67])=[O:64])[C:58]([O:60][CH2:61][CH3:62])=[O:59]>>[C:6]([CH2:8][N:9]([C@H:10]([CH3:33])[C@@H:11]([C:20]1[CH:21]=[CH:22][C:23]([O:26][C:27]2[CH:32]=[CH:31][CH:30]=[CH:29][CH:28]=2)=[CH:24][CH:25]=1)[CH2:12][CH2:13][C:14]1[CH:19]=[CH:18][CH:17]=[CH:16][CH:15]=1)[C:55]([C@@H:53]1[CH2:54][O:50][C:51]([C:63]([O:65][CH2:66][CH3:67])=[O:64])([C:58]([O:60][CH2:61][CH3:62])=[O:59])[O:52]1)=[O:57])([OH:7])=[O:5]. Reported procedure: The above identified compound was obtained by the same method as in Example 1 except that instead of N-(tert-butoxycarbonylmethyl)-{(1R,2R)-2-(2-fluoro-4-biphenylyl)-1-methyl-4-phenylbutyl}amine used as the starting material in Example 1, N-(tert-butoxycarbonylmethyl)-{(1R,2R)-1-methyl-2-(4-phenoxyphenyl)-4-phenylbutyl}amine obtained in Example 50, was used, and instead of 2,2-diethyl 1,2,2-cyclopropanetricarboxylate, 2,2,-diethyl (4S)-1,3-dioxolane-2,2,4-tricarboxylate obtained in Example 56, w...